The task is: describe an organic reaction: reactants, conditions, products, and yield. This data is from the Open Reaction Database (ORD), a public repository of structured organic reaction records. Reactants: FC(S(=O)(=O)OC1=CC=C(C=C1)N1C(N(C=2C1=NC=CC2)COCC[Si](C)(C)C)=O)(F)F (4-(2-oxo-1-{[2-(trimethylsilyl)ethoxy]methyl}-1,2-dihydro-3H-imidazo[4,5-b]pyridin-3-yl)phenyl trifluoromethanesulfonate), N1=CC=CC2=CC=CC(=C12)B(O)O (8-quinolineboronic acid), C(=O)([O-])[O-].[Na+].[Na+] (Na2CO3). The reagents and catalysts are C=1C=CC(=CC1)[P](C=2C=CC=CC2)(C=3C=CC=CC3)[Pd]([P](C=4C=CC=CC4)(C=5C=CC=CC5)C=6C=CC=CC6)([P](C=7C=CC=CC7)(C=8C=CC=CC8)C=9C=CC=CC9)[P](C=1C=CC=CC1)(C=1C=CC=CC1)C=1C=CC=CC1 (Pd(Ph3P)4). Run in CC#N (CH3CN). Run at temperature 150 celsius. Product: N1=CC=CC2=CC=CC(=C12)C1=CC=C(C=C1)N1C(N(C=2C1=NC=CC2)COCC[Si](C)(C)C)=O (3-(4-quinolin-8-ylphenyl)-1-{[2-(trimethylsilyl)ethoxy]methyl}-1,3-dihydro-2H-imidazo[4,5-b]pyridin-2-one). Yield: 85.7%. Reaction SMILES: FC(F)(F)S(O[C:7]1[CH:12]=[CH:11][C:10]([N:13]2[C:17]3=[N:18][CH:19]=[CH:20][CH:21]=[C:16]3[N:15]([CH2:22][O:23][CH2:24][CH2:25][Si:26]([CH3:29])([CH3:28])[CH3:27])[C:14]2=[O:30])=[CH:9][CH:8]=1)(=O)=O.[N:33]1[C:42]2[C:37](=[CH:38][CH:39]=[CH:40][C:41]=2B(O)O)[CH:36]=[CH:35][CH:34]=1.C([O-])([O-])=O.[Na+].[Na+]>C1C=CC([P]([Pd]([P](C2C=CC=CC=2)(C2C=CC=CC=2)C2C=CC=CC=2)([P](C2C=CC=CC=2)(C2C=CC=CC=2)C2C=CC=CC=2)[P](C2C=CC=CC=2)(C2C=CC=CC=2)C2C=CC=CC=2)(C2C=CC=CC=2)C2C=CC=CC=2)=CC=1.CC#N>[N:33]1[C:42]2[C:37](=[CH:38][CH:39]=[CH:40][C:41]=2[C:7]2[CH:8]=[CH:9][C:10]([N:13]3[C:17]4=[N:18][CH:19]=[CH:20][CH:21]=[C:16]4[N:15]([CH2:22][O:23][CH2:24][CH2:25][Si:26]([CH3:27])([CH3:28])[CH3:29])[C:14]3=[O:30])=[CH:11][CH:12]=2)[CH:36]=[CH:35][CH:34]=1 |f:2.3.4,^1:55,57,76,95|. Procedure: The mixture of 4-(2-oxo-1-{[2-(trimethylsilyl)ethoxy]methyl}-1,2-dihydro-3H-imidazo[4,5-b]pyridin-3-yl)phenyl trifluoromethanesulfonate (500 mg), 8-quinolineboronic acid (265 mg), Pd(Ph3P)4 (35.4 mg), 2 M Na2CO3 (1.02 mL) and CH3CN (10 mL) was heated at 150° C. for 20 min under microwave irradiation. The mixture was diluted with sat.NaHCO3aq. at 0° C. and extracted with EtOAc. The organic layer was separated, washed with water and brine, dried over MgSO4 and concentrated in vacuo. The residue wa... The reactants are C(=O)[C@H](C[C@@H](C(C)C)CC1=CC(=C(C=C1)OC)OCCCOC)NC(OC(C)(C)C)=O (tert-butyl {1(S)-formyl-3(S)-[4-methoxy-3-(3-methoxypropoxy)benzyl]4-methylpentyl}carbamate), O1CCCC1 (tetrahydrofuran), [I-].C[S+](=O)(C)C (trimethylsulphoxonium iodide), CC(C)([O-])C.[K+] (potassium tert-butoxide). The solvent is CS(=O)C (dimethyl sulphoxide). Reaction conditions: temperature 0 celsius, time 2 hour. Product: COC1=C(C=C(C[C@@H](C[C@@H]([C@H]2OC2)NC(OC(C)(C)C)=O)C(C)C)C=C1)OCCCOC (tert-Butyl {3(S)-[4-methoxy-3-(3-methoxypropoxy)benzyl]-4-methyl-1(S)-(R)-oxiranylpentyl}carbamate), SiO2. Reaction SMILES: [I-].C[S+](C)(C)=O.[CH3:7]C(C)([O-])C.[K+].O1CCCC1.[CH:18]([C@@H:20]([NH:41][C:42](=[O:48])[O:43][C:44]([CH3:47])([CH3:46])[CH3:45])[CH2:21][C@H:22]([CH2:26][C:27]1[CH:32]=[CH:31][C:30]([O:33][CH3:34])=[C:29]([O:35][CH2:36][CH2:37][CH2:38][O:39][CH3:40])[CH:28]=1)[CH:23]([CH3:25])[CH3:24])=[O:19]>CS(C)=O>[CH3:34][O:33][C:30]1[CH:31]=[CH:32][C:27]([CH2:26][C@H:22]([CH:23]([CH3:24])[CH3:25])[CH2:21][C@H:20]([NH:41][C:42](=[O:48])[O:43][C:44]([CH3:46])([CH3:45])[CH3:47])[C@@H:18]2[CH2:7][O:19]2)=[CH:28][C:29]=1[O:35][CH2:36][CH2:37][CH2:38][O:39][CH3:40] |f:0.1,2.3|. Procedure details: 3.87 g of trimethylsulphoxonium iodide and 1.98 g of potassium tert-butoxide are stirred under high vacuum overnight, admixed with 24 ml of tetrahydrofuran and subsequently cooled to 0° C. A solution of 4.00 g of tert-butyl {1(S)-formyl-3(S)-[4-methoxy-3-(3-methoxypropoxy)benzyl]4-methylpentyl}carbamate [CAS 172900-83-3] in 24 ml of dimethyl sulphoxide is added dropwise. After 2 hours, the reaction mixture is partitioned between water and tert-butyl methyl ether and the aqueous phase is extracte... The reactants are [H-].[Al+3].[Li+].[H-].[H-].[H-] (lithium aluminum hydride), ice water, O (water), C1(=CC=CC=C1)SCC1=CC=C(C(=O)O)C=C1 (4-phenylsulfanylmethyl-benzoic acid). The solvent is O1CCCC1 (tetrahydrofuran), O1CCCC1 (tetrahydrofuran). Conditions: time 30 minute. Product: C1(=CC=CC=C1)SCC1=CC=C(C=C1)CO ((4-Phenylsulfanylmethyl-phenyl)-methanol). The yield is 42.6%. Reaction SMILES: [H-].[Al+3].[Li+].[H-].[H-].[H-].[C:7]1([S:13][CH2:14][C:15]2[CH:23]=[CH:22][C:18]([C:19](O)=[O:20])=[CH:17][CH:16]=2)[CH:12]=[CH:11][CH:10]=[CH:9][CH:8]=1.O>O1CCCC1>[C:7]1([S:13][CH2:14][C:15]2[CH:16]=[CH:17][C:18]([CH2:19][OH:20])=[CH:22][CH:23]=2)[CH:8]=[CH:9][CH:10]=[CH:11][CH:12]=1 |f:0.1.2.3.4.5|. Reported procedure: To a suspension of lithium aluminum hydride (1.95 g, 51.3 mmol) in tetrahydrofuran (50 mL) was added dropwise a tetrahydrofuran solution of 4-phenylsulfanylmethyl-benzoic acid (5 g, 20.5 mmol) described in Manufacturing Example 206-1-1, which was stirred for 30 minutes at room temperature. This mixture was cooled with ice water, and water was carefully added. The mixture was filtered through a Celite bed, and the filtrate was combined. The organic layer was separated, washed with water, dried ov... Reactants: C1OC2=CC=3C=C(C4=CC=C(C=C4C3C=C2O1)OCC1=CC=CC=C1)C(=O)N1[C@H](C(=O)O)CCC1 (N-(2,3-Methylenedioxy-6-benzyloxy-phenanthr-9-ylcarbonyl)-L-proline), N (NH3). The product is C1OC2=CC=3C=C(C4=CC=C(C=C4C3C=C2O1)O)C(=O)N1[C@H](C(=O)O)CCC1 (N-(2,3-Methylenedioxy-6-hydroxy-phenanthr-9-ylcarbonyl)-L-proline). As a reaction SMILES: [CH2:1]1[O:17][C:16]2[C:3](=[CH:4][C:5]3[CH:6]=[C:7]([C:26]([N:28]4[CH2:35][CH2:34][CH2:33][C@H:29]4[C:30]([OH:32])=[O:31])=[O:27])[C:8]4[C:13]([C:14]=3[CH:15]=2)=[CH:12][C:11]([O:18]CC2C=CC=CC=2)=[CH:10][CH:9]=4)[O:2]1.N>>[CH2:1]1[O:17][C:16]2[C:3](=[CH:4][C:5]3[CH:6]=[C:7]([C:26]([N:28]4[CH2:35][CH2:34][CH2:33][C@H:29]4[C:30]([OH:32])=[O:31])=[O:27])[C:8]4[C:13]([C:14]=3[CH:15]=2)=[CH:12][C:11]([OH:18])=[CH:10][CH:9]=4)[O:2]1. Procedure details: General procedure g from 16 (92%); white powder; mp 230-231° C.; 1H NMR (400.13 MHz) δ 7.73 (d, J=4 Hz, 1H), 7.67 (s, 1H), 7.50 (d, J=2 Hz, 1H), 7.35 (s, 1H), 7.21 (dd, J=4 Hz, 2 Hz, 1H), 7.06 (m, 1H), 6.01 (s, 2H), 4.67 (t, J=7 Hz, 1H), 3.22 (m, 2H), 2.38 (m, 2H), 2.18 (m, 2H), 1.86 (m, 2H); MS (DCI/NH3) m/e: 380 (M+H)+.